This data is from the Open Reaction Database (ORD), a public repository of structured organic reaction records. The task is: describe an organic reaction: reactants, conditions, products, and yield Reactants: 2-deoxy-Gluβ1,3-glucal, Glycals, O1C=C[C@@H](O)[C@H](O)[C@H]1CO (glucal). Solvent: O (water). Product: O1C=C[C@@H](O)[C@@H](O)[C@H]1CO (D-galactal), glycosides. Yield: 50.0%. Reaction SMILES: [O:1]1[C@H:8]([CH2:9][OH:10])[C@@H:6]([OH:7])[C@H:4]([OH:5])[CH:3]=[CH:2]1>O>[O:1]1[C@H:8]([CH2:9][OH:10])[C@H:6]([OH:7])[C@H:4]([OH:5])[CH:3]=[CH:2]1. Procedure details: Glycals have been examined by Lehmann et al. [Brockhaus et al., J. Carbohydr. Res., 53:21 (1977); Lehmann et al., Carbohydr. Res., 58:65 (1977); Lehmann et al., Carbohydr. Res., 58:72 (1977)] in glycosidase-mediated coupling reactions. Those investigators determined that glucal in the presence of emulsin β-glucosidase forms 2-deoxy-Gluβ1,3-glucal in up to 50 percent yield. In addition, incubation of D-galactal in the presence of glycol or water and β-galactosidase formed the corresponding glycos... Starting materials: CC(C)(C)OC(=O)NCC(=O)O, CCN(C(C)C)C(C)C, ClCCl, NCC(F)(F)F. The product is CC(C)(C)OC(=O)NCC(=O)NCC(F)(F)F. As a reaction SMILES: [C:10]([CH3:11])([CH3:12])([CH3:13])[O:14][C:15](=[O:16])[NH:17][CH2:18][C:19](=[O:20])[OH:21].[CH:1]([N:2]([CH2:3][CH3:4])[CH:5]([CH3:6])[CH3:7])([CH3:8])[CH3:9].[Cl:28][CH2:29][Cl:30].[F:22][C:23]([CH2:24][NH2:25])([F:26])[F:27]>>[C:10]([CH3:11])([CH3:12])([CH3:13])[O:14][C:15](=[O:16])[NH:17][CH2:18][C:19](=[O:21])[NH:25][CH2:24][C:23]([F:22])([F:26])[F:27]. The reactants are CCO, ClCCl, O=C1CCC(=O)N1Br, c1csc(-c2ccn3ccnc3c2)n1. Yields the product Brc1cnc2cc(-c3nccs3)ccn12. As a reaction SMILES: [CH3:23][CH2:24][OH:25].[Cl:26][CH2:27][Cl:28].[O:15]=[C:16]1[N:17]([Br:22])[C:18](=[O:19])[CH2:20][CH2:21]1.[s:1]1[c:2](-[c:6]2[cH:7][c:8]3[n:9]([cH:10][cH:11]2)[cH:12][cH:13][n:14]3)[n:3][cH:4][cH:5]1>>[s:1]1[c:2](-[c:6]2[cH:7][c:8]3[n:9]([cH:10][cH:11]2)[c:12]([Br:22])[cH:13][n:14]3)[n:3][cH:4][cH:5]1.